From a dataset of the Open Reaction Database (ORD), a public repository of structured organic reaction records. describe an organic reaction: reactants, conditions, products, and yield The reactants are C(CCC)P(CCCC)CCCC (tributylphosphine), OC1=CC=C(CC2C(N(C(S2)=O)C(C2=CC=CC=C2)(C2=CC=CC=C2)C2=CC=CC=C2)=O)C=C1 (5-(4-hydroxybenzyl)-3-triphenylmethylthiazolidine-2,4-dione), ClC=1C=C(OC[C@@H]2CN(C(O2)=O)[C@H](CO)C)C=CC1 (2(S)-[5(S)-(3-chlorophenoxymethyl)-2-oxooxazolidin-3-yl]propanol), N(=NC(=O)N1CCCCC1)C(=O)N1CCCCC1 (azodicarbonyldipiperidine). Solvent: C1=CC=CC=C1 (benzene). Product: ClC=1C=C(OC[C@@H]2CN(C(O2)=O)[C@H](COC2=CC=C(CC3C(N(C(S3)=O)C(C3=CC=CC=C3)(C3=CC=CC=C3)C3=CC=CC=C3)=O)C=C2)C)C=CC1 (5-[4-{2(S)-[5(S)-(3-Chlorophenoxymethyl)-2-oxooxazolidin -3-yl]propoxy}benzyl]-3-triphenylmethylthiazolidine-2,4-dione). Isolated yield 29.0%. Reaction SMILES: C(P(CCCC)CCCC)CCC.[Cl:14][C:15]1[CH:16]=[C:17]([CH:30]=[CH:31][CH:32]=1)[O:18][CH2:19][C@H:20]1[O:24][C:23](=[O:25])[N:22]([C@@H:26]([CH3:29])[CH2:27][OH:28])[CH2:21]1.N(C(N1CCCCC1)=O)=NC(N1CCCCC1)=O.O[C:52]1[CH:84]=[CH:83][C:55]([CH2:56][CH:57]2[S:61][C:60](=[O:62])[N:59]([C:63]([C:76]3[CH:81]=[CH:80][CH:79]=[CH:78][CH:77]=3)([C:70]3[CH:75]=[CH:74][CH:73]=[CH:72][CH:71]=3)[C:64]3[CH:69]=[CH:68][CH:67]=[CH:66][CH:65]=3)[C:58]2=[O:82])=[CH:54][CH:53]=1>C1C=CC=CC=1>[Cl:14][C:15]1[CH:16]=[C:17]([CH:30]=[CH:31][CH:32]=1)[O:18][CH2:19][C@H:20]1[O:24][C:23](=[O:25])[N:22]([C@@H:26]([CH3:29])[CH2:27][O:28][C:52]2[CH:84]=[CH:83][C:55]([CH2:56][CH:57]3[S:61][C:60](=[O:62])[N:59]([C:63]([C:76]4[CH:81]=[CH:80][CH:79]=[CH:78][CH:77]=4)([C:70]4[CH:71]=[CH:72][CH:73]=[CH:74][CH:75]=4)[C:64]4[CH:69]=[CH:68][CH:67]=[CH:66][CH:65]=4)[C:58]3=[O:82])=[CH:54][CH:53]=2)[CH2:21]1. Procedure details: A procedure similar to that described in Preparation 6 was repeated, except that 405 mg of tributylphosphine, 25 ml of anhydrous benzene, 700 mg of 2(S)-[5(S)-(3-chlorophenoxymethyl)-2-oxooxazolidin-3-yl]propanol (prepared as described in Preparation 40), 505 mg of azodicarbonyldipiperidine and 745 mg of 5-(4-hydroxybenzyl)-3-triphenylmethylthiazolidine-2,4-dione were used, to give 340 mg of the title compound, melting at 80° C. to 84° C. and having [α]D =+25.9° (methanol, c=0.96). The reactants are CO, Cl, CCOC(=O)C(Cc1ccc(C(F)(F)F)c(F)c1)C(O)c1ccc(F)cc1, [Na+], [OH-]. Yields the product O=C(O)C(Cc1ccc(C(F)(F)F)c(F)c1)C(O)c1ccc(F)cc1. RXN SMILES: [CH3:31][OH:32].[ClH:30].[F:1][c:2]1[cH:3][cH:4][c:5]([CH:8]([CH:9]([C:10](=[O:11])[O:12][CH2:13][CH3:14])[CH2:15][c:16]2[cH:17][c:18]([F:26])[c:19]([C:22]([F:23])([F:24])[F:25])[cH:20][cH:21]2)[OH:27])[cH:6][cH:7]1.[Na+:29].[OH-:28]>>[F:1][c:2]1[cH:3][cH:4][c:5]([CH:8]([CH:9]([C:10](=[O:11])[OH:12])[CH2:15][c:16]2[cH:17][c:18]([F:26])[c:19]([C:22]([F:23])([F:24])[F:25])[cH:20][cH:21]2)[OH:27])[cH:6][cH:7]1. Starting materials: FC(C1=CC=C(C=C1)C1CC(CN(C1)C(=O)OC1=CC=C(C=C1)[N+](=O)[O-])C(=O)OC)(F)F (3-Methyl 1-(4-nitrophenyl) 5-[4-(trifluoromethyl)phenyl]piperidine-1,3-dicarboxylate), N1CCSCC1 (thiomorpholine), C([O-])([O-])=O.[K+].[K+] (potassium carbonate). The solvent is CN(C)C=O (DMF). Conditions: temperature 150 celsius. The product is N1(CCSCC1)C(=O)N1CC(CC(C1)C1=CC=C(C=C1)C(F)(F)F)C(=O)OC (Methyl 1-(thiomorpholin-4-ylcarbonyl)-5-[4-(trifluoromethyl)phenyl]piperidine-3-carboxylate). RXN SMILES: [F:1][C:2]([F:32])([F:31])[C:3]1[CH:8]=[CH:7][C:6]([CH:9]2[CH2:14][N:13]([C:15](OC3C=CC([N+]([O-])=O)=CC=3)=[O:16])[CH2:12][CH:11]([C:27]([O:29][CH3:30])=[O:28])[CH2:10]2)=[CH:5][CH:4]=1.[NH:33]1[CH2:38][CH2:37][S:36][CH2:35][CH2:34]1.C(=O)([O-])[O-].[K+].[K+]>CN(C=O)C>[N:33]1([C:15]([N:13]2[CH2:14][CH:9]([C:6]3[CH:5]=[CH:4][C:3]([C:2]([F:32])([F:31])[F:1])=[CH:8][CH:7]=3)[CH2:10][CH:11]([C:27]([O:29][CH3:30])=[O:28])[CH2:12]2)=[O:16])[CH2:38][CH2:37][S:36][CH2:35][CH2:34]1 |f:2.3.4|. Reported procedure: 10.0 g (22.1 mmol) of the compound from Example 48A, 6.84 g (66.3 mmol) of thiomorpholine and 9.17 g (66.3 mmol) of potassium carbonate were added to 150 ml of DMF and heated in 10 portions in a single-mode microwave (Emrys Optimizer) at 150° C. for 1 h. For workup, the reaction solutions were combined and filtered, and the residue was purified by means of preparative HPLC. Yield: 5.16 g (55% of theory) Reactants: O1COC2=C1C=CC(=C2)C2(CC2)C(=O)NC2=NC=C(C=C2)C(C2=C(C=CC=C2)OC)O (1-(benzo[d][1,3]dioxol-5-yl)-N-(5-(hydroxy(2-methoxyphenyl)methyl)pyridin-2-yl)cyclopropanecarboxamide), N1(CCCCC1)CCO (2-(piperidin-1-yl)ethanol), O1COC2=C1C=CC(=C2)C2(CC2)C(=O)NC2=NC=C(C=C2)C(C2=C(C=CC=C2)OC)OCCCO (1-(benzo[d][1,3]dioxol-5-yl)-N-(5-((3-hydroxypropoxy)(2-methoxyphenyl)methyl)pyridin-2-yl)cyclopropanecarboxamide). Product: O1COC2=C1C=CC(=C2)C2(CC2)C(=O)NC2=NC=C(C=C2)C(OCCN2CCCCC2)C2=C(C=CC=C2)OC (1-(Benzo[d][1,3]dioxol-5-yl)-N-(5-((2-methoxyphenyl)(2-(piperidin-1-yl)ethoxy)methyl)pyridin-2-yl)cyclopropanecarboxamide). RXN SMILES: [O:1]1[C:5]2[CH:6]=[CH:7][C:8]([C:10]3([C:13]([NH:15][C:16]4[CH:21]=[CH:20][C:19]([CH:22]([OH:31])[C:23]5[CH:28]=[CH:27][CH:26]=[CH:25][C:24]=5[O:29][CH3:30])=[CH:18][N:17]=4)=[O:14])[CH2:12][CH2:11]3)=[CH:9][C:4]=2[O:3][CH2:2]1.[N:32]1([CH2:38][CH2:39]O)[CH2:37][CH2:36][CH2:35][CH2:34][CH2:33]1.O1C2C=CC(C3(C(NC4C=CC(C(OCCCO)C5C=CC=CC=5OC)=CN=4)=O)CC3)=CC=2OC1>>[O:1]1[C:5]2[CH:6]=[CH:7][C:8]([C:10]3([C:13]([NH:15][C:16]4[CH:21]=[CH:20][C:19]([CH:22]([C:23]5[CH:28]=[CH:27][CH:26]=[CH:25][C:24]=5[O:29][CH3:30])[O:31][CH2:39][CH2:38][N:32]5[CH2:37][CH2:36][CH2:35][CH2:34][CH2:33]5)=[CH:18][N:17]=4)=[O:14])[CH2:12][CH2:11]3)=[CH:9][C:4]=2[O:3][CH2:2]1. Procedure details: 1-(Benzo[d][1,3]dioxol-5-yl)-N-(5-((2-methoxyphenyl)(2-(piperidin-1-yl)ethoxy)methyl)pyridin-2-yl)cyclopropanecarboxamide was prepared from 1-(benzo[d][1,3]dioxol-5-yl)-N-(5-(hydroxy(2-methoxyphenyl)methyl)pyridin-2-yl)cyclopropanecarboxamide and 2-(piperidin-1-yl)ethanol in a manner analogous to that of 1-(benzo[d][1,3]dioxol-5-yl)-N-(5-((3-hydroxypropoxy)(2-methoxyphenyl)methyl)pyridin-2-yl)cyclopropanecarboxamide. The product is CC1(C)Cc2cc(C(=O)O)ccc2NC1c1cccc(N2CCOCC2)c1. Starting materials: CCOC(=O)c1ccc2c(c1)CC(C)(C)C(c1cccc(N3CCOCC3)c1)N2, CO, Cl, [Na+], C1CCOC1, [OH-], O. RXN SMILES: [CH2:1]([CH3:2])[O:3][C:4](=[O:5])[c:6]1[cH:7][c:8]2[c:13]([cH:14][cH:15]1)[NH:12][CH:11]([c:16]1[cH:17][c:18]([N:22]3[CH2:23][CH2:24][O:25][CH2:26][CH2:27]3)[cH:19][cH:20][cH:21]1)[C:10]([CH3:28])([CH3:29])[CH2:9]2.[CH3:31][OH:32].[ClH:30].[Na+:39].[O:33]1[CH2:34][CH2:35][CH2:36][CH2:37]1.[OH-:38].[OH2:40]>>[O:3]=[C:4]([OH:5])[c:6]1[cH:7][c:8]2[c:13]([cH:14][cH:15]1)[NH:12][CH:11]([c:16]1[cH:17][c:18]([N:22]3[CH2:23][CH2:24][O:25][CH2:26][CH2:27]3)[cH:19][cH:20][cH:21]1)[C:10]([CH3:28])([CH3:29])[CH2:9]2. Starting materials: CC(CO[Si](C)(C)C(C)(C)C)NC(=O)c1csc(N2CC(OS(C)(=O)=O)C2)n1, CC([O-])=S, CN(C)C=O, [K+]. The product is CC(=O)SC1CN(c2nc(C(=O)NC(C)CO[Si](C)(C)C(C)(C)C)cs2)C1. RXN SMILES: [C:1]([CH3:2])([CH3:3])([CH3:4])[Si:5]([O:6][CH2:7][CH:8]([CH3:9])[NH:10][C:11](=[O:12])[c:13]1[n:14][c:15]([N:18]2[CH2:19][CH:20]([O:22][S:23]([CH3:24])(=[O:25])=[O:26])[CH2:21]2)[s:16][cH:17]1)([CH3:27])[CH3:28].[C:29]([CH3:30])(=[S:31])[O-:32].[CH3:34][N:35]([CH3:36])[CH:37]=[O:38].[K+:33]>>[C:1]([CH3:2])([CH3:3])([CH3:4])[Si:5]([O:6][CH2:7][CH:8]([CH3:9])[NH:10][C:11](=[O:12])[c:13]1[n:14][c:15]([N:18]2[CH2:19][CH:20]([S:31][C:29]([CH3:30])=[O:32])[CH2:21]2)[s:16][cH:17]1)([CH3:27])[CH3:28].